Dataset: the Open Reaction Database (ORD), a public repository of structured organic reaction records. Task: describe an organic reaction: reactants, conditions, products, and yield Starting materials: C(=O)([O-])[O-].[Na+].[Na+] (Na2CO3), C1=CC(=CC(=C1)Cl)C(=O)OO (MCPBA), C(C1=CC=CC=C1)OC[C@H]1COCC=2N1C1=C(C=NC3=CC=CC=C13)N2 ((11S)-11-[(Benzyloxy)methyl]-10,11-dihydro-8H-[1,4]oxazino[4′,3′:1,2]imidazo[4,5-c]quinoline). The solvent is C(Cl)Cl (CH2Cl2), C(Cl)Cl (CH2Cl2). Run at time 2 hour. Yields the product C(C1=CC=CC=C1)OC[C@H]1COCC=2N1C1=C(C=[N+](C3=CC=CC=C13)[O-])N2 ((11S)-11-[(benzyloxy)methyl]-10,11-dihydro-8H-[1,4]oxazino[4′,3′:1,2]imidazo[4,5-c]quinoline 5-oxide). Yield: 99.5%. As a reaction SMILES: [CH2:1]([O:8][CH2:9][C@@H:10]1[N:15]2[C:16]3[C:25]4[C:20](=[CH:21][CH:22]=[CH:23][CH:24]=4)[N:19]=[CH:18][C:17]=3[N:26]=[C:14]2[CH2:13][O:12][CH2:11]1)[C:2]1[CH:7]=[CH:6][CH:5]=[CH:4][CH:3]=1.C1C=C(Cl)C=C(C(OO)=[O:35])C=1.C([O-])([O-])=O.[Na+].[Na+]>C(Cl)Cl>[CH2:1]([O:8][CH2:9][C@@H:10]1[N:15]2[C:16]3[C:25]4[C:20](=[CH:21][CH:22]=[CH:23][CH:24]=4)[N+:19]([O-:35])=[CH:18][C:17]=3[N:26]=[C:14]2[CH2:13][O:12][CH2:11]1)[C:2]1[CH:3]=[CH:4][CH:5]=[CH:6][CH:7]=1 |f:2.3.4|. Procedure details: (11S)-11-[(Benzyloxy)methyl]-10,11-dihydro-8H-[1,4]oxazino[4′,3′:1,2]imidazo[4,5-c]quinoline (0.92 g, 2.67 mmol) was dissolved in 25 mL of CH2Cl2 and treated with MCPBA (0.81 g, 57-86% purity). After stirring for 2 hours, the reaction mixture was treated with 25 mL of CH2Cl2 and 25 mL of 5% Na2CO3 solution and the layers were separated. The aqueous portion was extracted with an additional 10 mL of CH2Cl2. The combined organic layers were washed successively with H2O (20 mL) and brine (20 mL). Th... Reactants: C1CNCCN1, CC#N, CC(C)OC(C)C, O=C(Oc1ccccc1)OC1c2ccccc2C(=O)N1c1ccc2ccc(Cl)nc2n1. Product: O=C(OC1c2ccccc2C(=O)N1c1ccc2ccc(Cl)nc2n1)N1CCNCC1. RXN SMILES: [CH2:1]1[CH2:2][NH:3][CH2:4][CH2:5][NH:6]1.[CH3:45][C:46]#[N:47].[CH:38]([O:39][CH:40]([CH3:41])[CH3:42])([CH3:43])[CH3:44].[Cl:7][c:8]1[cH:9][cH:10][c:11]2[cH:12][cH:13][c:14]([N:18]3[C:19](=[O:37])[c:20]4[cH:21][cH:22][cH:23][cH:24][c:25]4[CH:26]3[O:27][C:28](=[O:29])[O:30][c:31]3[cH:32][cH:33][cH:34][cH:35][cH:36]3)[n:15][c:16]2[n:17]1>>[CH2:1]1[CH2:2][N:3]([C:28]([O:27][CH:26]2[N:18]([c:14]3[cH:13][cH:12][c:11]4[cH:10][cH:9][c:8]([Cl:7])[n:17][c:16]4[n:15]3)[C:19](=[O:37])[c:20]3[cH:21][cH:22][cH:23][cH:24][c:25]32)=[O:29])[CH2:4][CH2:5][NH:6]1. The reactants are ClC1=NC(=C2N=C(N(C2=N1)C)C1CC1)N1[C@H](COCC1)C ((S)-4-(2-chloro-8-cyclopropyl-9-methyl-9H-purin-6-yl)-3-methylmorpholine), ClC1=NC(=C2N=C(N(C2=N1)CC)I)N1[C@H](COCC1)C ((S)-4-(2-chloro-9-ethyl-8-iodo-9H-purin-6-yl)-3-methylmorpholine). Reaction SMILES: [Cl:1][C:2]1[N:10]=[C:9]2[C:5]([N:6]=[C:7]([CH:12]3[CH2:14][CH2:13]3)[N:8]2[CH3:11])=[C:4]([N:15]2[CH2:20][CH2:19][O:18][CH2:17][C@@H:16]2[CH3:21])[N:3]=1.Cl[C:23]1N=C2C(N=C(I)N2CC)=C(N2CCOC[C@@H]2C)N=1>>[Cl:1][C:2]1[N:10]=[C:9]2[C:5]([N:6]=[C:7]([CH:12]3[CH2:13][CH2:14]3)[N:8]2[CH2:11][CH3:23])=[C:4]([N:15]2[CH2:20][CH2:19][O:18][CH2:17][C@@H:16]2[CH3:21])[N:3]=1. The product is ClC1=NC(=C2N=C(N(C2=N1)CC)C1CC1)N1[C@H](COCC1)C ((S)-4-(2-chloro-8-cyclopropyl-9-ethyl-9H-purin-6-yl)-3-methyl-morpholine). Procedure: The compound (f-1) was prepared in an analogous fashion to (S)-4-(2-chloro-8-cyclopropyl-9-methyl-9H-purin-6-yl)-3-methylmorpholine, using (S)-4-(2-chloro-9-ethyl-8-iodo-9H-purin-6-yl)-3-methylmorpholine as the starting material. 1H NMR (CDCl3, 400 MHz) δ ppm 5.31 (broad s, 1H), 5.00 (broad s, 1H), 4.26 (q, J=7.2 Hz, 2H), 3.97 (dd, J=11.3, 3.4 Hz, 1H), 3.74 (m, 2H), 3.58 (td, J=12.2, 2.7, 1H), 3.43 (broad t, 1H), 1.92 (m, 1H), 1.41 (t, J=7.2 Hz, 3H), 1.34 (d, J=6.2 Hz, 3H), 1.12 (m, 2H), 1.06 (m... Starting materials: [Cl-].[Na+] (sodium chloride), C1(=CC=C(C=C1)NC1CCN(CC1)CCC1(CCC1)CCO)C (2-[1-[2-[4-(p-Toluidino)piperidin-1-yl]ethyl]cyclobutyl]ethanol), O1C(=CC=C1)C(=O)Cl (2-furoyl chloride), [OH-].[K+] (potassium hydroxide). Run in O1CCCC1 (tetrahydrofuran), C(C)N(CC)CC (triethylamine), CO (methanol). Conditions: time 40 minute. Product: OCCC1(CCC1)CCN1CCC(CC1)N(C(=O)C=1OC=CC1)C1=CC=C(C=C1)C (N-[1-[2-[1-(2-Hydroxyethyl)cyclobutyl]ethyl]piperidin-4-yl]-N-(p-tolyl)-2-furancarboxamide). Reaction SMILES: [C:1]1([CH3:23])[CH:6]=[CH:5][C:4]([NH:7][CH:8]2[CH2:13][CH2:12][N:11]([CH2:14][CH2:15][C:16]3([CH2:20][CH2:21][OH:22])[CH2:19][CH2:18][CH2:17]3)[CH2:10][CH2:9]2)=[CH:3][CH:2]=1.[O:24]1[CH:28]=[CH:27][CH:26]=[C:25]1[C:29](Cl)=[O:30].[OH-].[K+].[Cl-].[Na+]>O1CCCC1.CO.C(N(CC)CC)C>[OH:22][CH2:21][CH2:20][C:16]1([CH2:15][CH2:14][N:11]2[CH2:12][CH2:13][CH:8]([N:7]([C:4]3[CH:3]=[CH:2][C:1]([CH3:23])=[CH:6][CH:5]=3)[C:29]([C:25]3[O:24][CH:28]=[CH:27][CH:26]=3)=[O:30])[CH2:9][CH2:10]2)[CH2:19][CH2:18][CH2:17]1 |f:2.3,4.5|. Procedure details: To a solution of 2-[1-[2-[4-(p-toluidino)piperidin-1-yl]ethyl]cyclobutyl]ethanol (synthesized in Example 66) (175 mg) in tetrahydrofuran (3 mL) was added triethylamine (0.46 mL) and 2-furoyl chloride (0.16 mL) sucessively. The solution was stirred at room temperature for 40 minutes. To the reaction solution were added methanol (4 mL) and a 3N aqueous potassium hydroxide solution (2 mL). The solution was stirred for additional 30 minutes. Saturated sodium chloride solution was added to the reacti...